Dataset: the Open Reaction Database (ORD), a public repository of structured organic reaction records. Task: describe an organic reaction: reactants, conditions, products, and yield Reactants: BrC(C(CN1C(C=2C(C1=O)=CC=CC2)=O)(C2=CC=CC=C2)Br)Br (1,1,2-tribromo-2-phenyl-3-phthalimidopropane), C1CCC2=NCCCN2CC1 (DBU). Run in CS(=O)C (DMSO). Product: BrC(=C(CN1C(C=2C(C1=O)=CC=CC2)=O)C2=CC=CC=C2)Br (1,1-dibromo-2-phenyl-3-phthalimidopropene). Yield: 69.4%. RXN SMILES: [Br:1][CH:2]([Br:23])[C:3](Br)([C:16]1[CH:21]=[CH:20][CH:19]=[CH:18][CH:17]=1)[CH2:4][N:5]1[C:9](=[O:10])[C:8]2=[CH:11][CH:12]=[CH:13][CH:14]=[C:7]2[C:6]1=[O:15].C1CCN2C(=NCCC2)CC1>CS(C)=O>[Br:23][C:2]([Br:1])=[C:3]([C:16]1[CH:21]=[CH:20][CH:19]=[CH:18][CH:17]=1)[CH2:4][N:5]1[C:9](=[O:10])[C:8]2=[CH:11][CH:12]=[CH:13][CH:14]=[C:7]2[C:6]1=[O:15]. Procedure details: A solution of 1,1,2-tribromo-2-phenyl-3-phthalimidopropane (1.22 g) and DBU (0.50 g) in DMSO (50 ml) is heated at 85° for 4 hours. Work-up as described in Example 19 C gives 1,1-dibromo-2-phenyl-3-phthalimidopropene (0.71 g): colorless needles; m.p. 154°-155°;